The task is: describe an organic reaction: reactants, conditions, products, and yield. This data is from the Open Reaction Database (ORD), a public repository of structured organic reaction records. Reactants: CSC1=CC=C(C=C1)C(C)=O (1-(4-methylsulfanyl-phenyl)-ethanone), tertiary alcohol, C(CCC)[Li] (n-butyllithium), BrC1=CC(=CC=C1)Br (1,3-dibromobenzene). The solvent is O1CCCC1 (tetrahydrofuran), O1CCCC1 (tetrahydrofuran). Conditions: temperature -78 celsius, time 30 minute. The product is BrC1=CC(=CC=C1)C(=C)C1=CC=C(C=C1)SC (1-Bromo-3-(1-[4-methylsulfanyl-phenyl]-vinyl)-benzene). Yield: 88.0%. As a reaction SMILES: C([Li])CCC.Br[C:7]1[CH:12]=[CH:11][CH:10]=[C:9]([Br:13])[CH:8]=1.[CH3:14][S:15][C:16]1[CH:21]=[CH:20][C:19]([C:22](=O)[CH3:23])=[CH:18][CH:17]=1>O1CCCC1>[Br:13][C:9]1[CH:10]=[CH:11][CH:12]=[C:7]([C:22]([C:19]2[CH:20]=[CH:21][C:16]([S:15][CH3:14])=[CH:17][CH:18]=2)=[CH2:23])[CH:8]=1. Procedure: A solution of n-butyllithium (1.6 M in hexane, 4.50 mL, 7.20 mmol, 1.2 eq) was added over 20 min to a solution of 1,3-dibromobenzene (0.80 mL, 6.61 mmol, 1.1 eq) in 15 mL of dry tetrahydrofuran at −78° C. and under an inert atmosphere. The white suspension formed and was stirred at −78° C. for 30 min. A solution of 1-(4-methylsulfanyl-phenyl)-ethanone (1 g, 6.01 mmol, 1.0 eq.) in 10 mL of tetrahydrofuran was then added dropwise and the reaction stirred for 1 h. The reaction mixture was examined ... Reactants: FC(C=1C=NNC1)(F)F (4-(trifluoromethyl)-1H-pyrazole), C([O-])([O-])=O.[Cs+].[Cs+] (caesium carbonate), OC1=C(C=NO)C=CC=C1 (2-hydroxybenzaldehyde-oxime), FC1=C(CN2N=C(C=3C2=NC=CC3)C=3N=C(C2=C(N3)NC(C2(C)C)=O)I)C=CC=C1 (2-[1-(2-Fluorobenzyl)-1H-pyrazolo[3,4-b]pyridin-3-yl]-4-iodo-5,5-dimethyl-5,7-dihydro-6H-pyrrolo[2,3-d]pyrimidin-6-one). The reagents and catalysts are [Cu-]=O (copper(I) oxide). Solvent: C(C)#N (acetonitrile). Conditions: temperature 200 celsius. The product is FC1=C(CN2N=C(C=3C2=NC=CC3)C=3N=C(C2=C(N3)NC(C2(C)C)=O)N2N=CC(=C2)C(F)(F)F)C=CC=C1 (2-[1-(2-Fluorobenzyl)-1H-pyrazolo[3,4-b]pyridin-3-yl]-5,5-dimethyl-4-[4-(trifluoromethyl)-1H-pyrazol-1-yl]-5,7-dihydro-6H-pyrrolo[2,3-d]pyrimidin-6-one). RXN SMILES: [F:1][C:2]1[CH:30]=[CH:29][CH:28]=[CH:27][C:3]=1[CH2:4][N:5]1[C:9]2=[N:10][CH:11]=[CH:12][CH:13]=[C:8]2[C:7]([C:14]2[N:15]=[C:16](I)[C:17]3[C:22]([CH3:24])([CH3:23])[C:21](=[O:25])[NH:20][C:18]=3[N:19]=2)=[N:6]1.[F:31][C:32]([F:39])([F:38])[C:33]1[CH:34]=[N:35][NH:36][CH:37]=1.C(=O)([O-])[O-].[Cs+].[Cs+].OC1C=CC=CC=1C=NO>C(#N)C.[Cu-]=O>[F:1][C:2]1[CH:30]=[CH:29][CH:28]=[CH:27][C:3]=1[CH2:4][N:5]1[C:9]2=[N:10][CH:11]=[CH:12][CH:13]=[C:8]2[C:7]([C:14]2[N:15]=[C:16]([N:35]3[CH:34]=[C:33]([C:32]([F:39])([F:38])[F:31])[CH:37]=[N:36]3)[C:17]3[C:22]([CH3:24])([CH3:23])[C:21](=[O:25])[NH:20][C:18]=3[N:19]=2)=[N:6]1 |f:2.3.4|. Reported procedure: Under argon atmosphere, 200 mg (purity 62%, 0.24 mmol) of 2-[1-(2-fluorobenzyl)-1H-pyrazolo[3,4-b]pyridin-3-yl]-4-iodo-5,5-dimethyl-5,7-dihydro-6H-pyrrolo[2,3-d]pyrimidin-6-one (example 15A) was suspended in 2.5 ml of absolute acetonitrile, and 656 mg (4.82 mmol) of 4-(trifluoromethyl)-1H-pyrazole, 157 mg (0.48 mmol) of caesium carbonate, 7 mg (0.05 mmol) of copper(I) oxide and 26 mg (0.19 mmol) of 2-hydroxybenzaldehyde-oxime were added. The mixture was heated in the microwave for 1 h at 200° C.... The reactants are [BH4-], CCO, ClCCl, COc1ccc2ncc(F)c(CCN3CC(CN)C3)c2n1, [Na+], O=Cc1ccc2c(n1)NC(=O)CS2. Product: COc1ccc2ncc(F)c(CCN3CC(CNCc4ccc5c(n4)NC(=O)CS5)C3)c2n1. RXN SMILES: [BH4-:35].[CH3:40][CH2:41][OH:42].[Cl:37][CH2:38][Cl:39].[F:1][c:2]1[cH:3][n:4][c:5]2[cH:6][cH:7][c:8]([O:20][CH3:21])[n:9][c:10]2[c:11]1[CH2:12][CH2:13][N:14]1[CH2:15][CH:16]([CH2:18][NH2:19])[CH2:17]1.[Na+:36].[O:22]=[C:23]1[CH2:24][S:25][c:26]2[c:27]([n:29][c:30]([CH:33]=[O:34])[cH:31][cH:32]2)[NH:28]1>>[F:1][c:2]1[cH:3][n:4][c:5]2[cH:6][cH:7][c:8]([O:20][CH3:21])[n:9][c:10]2[c:11]1[CH2:12][CH2:13][N:14]1[CH2:15][CH:16]([CH2:18][NH:19][CH2:33][c:30]2[n:29][c:27]3[c:26]([cH:32][cH:31]2)[S:25][CH2:24][C:23](=[O:22])[NH:28]3)[CH2:17]1. Reactants: O=C1C=2N=CN(C2N=CN1)CCC(=O)OCC (3-(1,6-dihydro-6-oxo-9H-purin-9-yl) propionic acid, ethyl ester), NCCCN1C=NC=C1 (1-(3-aminopropyl)-imidazole). Product: O=C1C=2N=CN(C2N=CN1)CCC(=O)NCCCN1C=NC=C1 (3-(1,6-dihydro-6-oxo-9H-purin-9-yl)-N-[3-(1-imidazolyl)propyl]propanamide). The yield is 59.8%. RXN SMILES: [O:1]=[C:2]1[NH:10][CH:9]=[N:8][C:7]2[N:6]([CH2:11][CH2:12][C:13]([O:15]CC)=O)[CH:5]=[N:4][C:3]1=2.[NH2:18][CH2:19][CH2:20][CH2:21][N:22]1[CH:26]=[CH:25][N:24]=[CH:23]1>>[O:1]=[C:2]1[NH:10][CH:9]=[N:8][C:7]2[N:6]([CH2:11][CH2:12][C:13]([NH:18][CH2:19][CH2:20][CH2:21][N:22]3[CH:26]=[CH:25][N:24]=[CH:23]3)=[O:15])[CH:5]=[N:4][C:3]1=2. Reported procedure: 250 mg (1.06 mmol) of 3-(1,6-dihydro-6-oxo-9H-purin-9-yl) propionic acid, ethyl ester (AIT-0027) was heated with 500 mg (3.99 mmol) of 1-(3-aminopropyl)-imidazole in a 10 ml round bottom flask at 120° C. for two hours with stirring. The resulting viscous yellow oil was chromatographed on 15 g of silica gel, eluting with 60% methanol/40% ethyl acetate, which yielded a highly viscous colorless oil after evaporation of the solvent. The oil was dissolved in approximately 50 ml of ethyl ether and the... Yields the product CCS(=O)(=O)N1CCC(c2c[nH]c3c(C(N)=O)cc(-c4cccc(CNCc5ccc(O)c(O)c5)c4)cc23)CC1. Reactants: CCS(=O)(=O)N1CCC(c2c[nH]c3c(C(N)=O)cc(-c4cccc(C=O)c4)cc23)CC1, CC(Cl)Cl, NCc1ccc(O)c(O)c1. Reaction SMILES: [CH2:1]([CH3:2])[S:3](=[O:4])(=[O:5])[N:6]1[CH2:7][CH2:8][CH:9]([c:12]2[cH:13][nH:14][c:15]3[c:16]([C:29](=[O:30])[NH2:31])[cH:17][c:18](-[c:21]4[cH:22][c:23]([CH:27]=[O:28])[cH:24][cH:25][cH:26]4)[cH:19][c:20]23)[CH2:10][CH2:11]1.[Cl:42][CH:43]([Cl:44])[CH3:45].[NH2:32][CH2:33][c:34]1[cH:35][c:36]([OH:41])[c:37]([OH:40])[cH:38][cH:39]1>>[CH2:1]([CH3:2])[S:3](=[O:4])(=[O:5])[N:6]1[CH2:7][CH2:8][CH:9]([c:12]2[cH:13][nH:14][c:15]3[c:16]([C:29](=[O:30])[NH2:31])[cH:17][c:18](-[c:21]4[cH:22][c:23]([CH2:27][NH:32][CH2:33][c:34]5[cH:35][c:36]([OH:41])[c:37]([OH:40])[cH:38][cH:39]5)[cH:24][cH:25][cH:26]4)[cH:19][c:20]23)[CH2:10][CH2:11]1. Reactants: BrC1(CCCCC1)C (1-bromo-1-methylcyclohexane), C(CCC)[SnH](CCCC)CCCC (tributyltin hydride), C(C1=CC=CC=C1)OC(=O)NC(C(=O)OC)=C (methyl 2-(benzyloxycarbonylamino)acrylate), N(=NC(C#N)(C)C)C(C#N)(C)C (2,2′-azobisisobutyronitrile). Run in C1=CC=CC=C1 (benzene). Conditions: temperature 100 celsius. The product is C(C1=CC=CC=C1)OC(=O)NC(C(=O)OC)CC1(CCCCC1)C (methyl 2-(benzyloxycarbonylamino)-3-(1-methylcyclohexyl)propanoate). RXN SMILES: Br[C:2]1([CH3:8])[CH2:7][CH2:6][CH2:5][CH2:4][CH2:3]1.C([SnH](CCCC)CCCC)CCC.[CH2:22]([O:29][C:30]([NH:32][C:33](=[CH2:38])[C:34]([O:36][CH3:37])=[O:35])=[O:31])[C:23]1[CH:28]=[CH:27][CH:26]=[CH:25][CH:24]=1.N(C(C)(C)C#N)=NC(C)(C)C#N>C1C=CC=CC=1>[CH2:22]([O:29][C:30]([NH:32][CH:33]([CH2:38][C:2]1([CH3:8])[CH2:7][CH2:6][CH2:5][CH2:4][CH2:3]1)[C:34]([O:36][CH3:37])=[O:35])=[O:31])[C:23]1[CH:24]=[CH:25][CH:26]=[CH:27][CH:28]=1. Reported procedure: A mixture of 1-bromo-1-methylcyclohexane (7.200 g, 3.0 equiv), tributyltin hydride (8 mL, 2.2 equiv), methyl 2-(benzyloxycarbonylamino)acrylate (3.120 g, 13.26 mmol, 1.0 equiv), and 2,2′-azobisisobutyronitrile (0.370 g, 0.17 equiv) in benzene (30 mL) was heated at 100° C. for 6 h. After the reaction mixture was evaporated under reduced pressure, the crude methyl 2-(benzyloxycarbonylamino)-3-(1-methylcyclohexyl)propanoate was used directly in the next step without further purification. MS ESI +ve... The reactants are stainless steel, C(#N)C(CCOC1OCCCC1)C1=CC(=C(C=C1)Cl)Cl (2-(3-cyano-3-(3,4-dichlorophenyl)propyl)oxytetrahydropyran). Reagents/catalysts: [Ni] (Raney nickel). The solvent is CCO (EtOH), [OH-].[NH4+] (ammonium hydroxide), CCO (EtOH). Run at time 24 hour. Product: ClC=1C=C(C=CC1Cl)C(CCOC1OCCCC1)CN (2-(3-(3,4-dichlorophenyl)-4-aminobutyl)oxytetrahydropyran). Yield: 54.5%. RXN SMILES: [C:1]([CH:3]([C:13]1[CH:18]=[CH:17][C:16]([Cl:19])=[C:15]([Cl:20])[CH:14]=1)[CH2:4][CH2:5][O:6][CH:7]1[CH2:12][CH2:11][CH2:10][CH2:9][O:8]1)#[N:2]>[Ni].CCO.[OH-].[NH4+]>[Cl:20][C:15]1[CH:14]=[C:13]([CH:3]([CH2:1][NH2:2])[CH2:4][CH2:5][O:6][CH:7]2[CH2:12][CH2:11][CH2:10][CH2:9][O:8]2)[CH:18]=[CH:17][C:16]=1[Cl:19] |f:3.4|. Procedure: Raney nickel (38 g) was placed in a stainless steel bottle and EtOH (100 ml) was added followed by a solution of 2-(3-cyano-3-(3,4-dichlorophenyl)propyl)oxytetrahydropyran (138 g, 0.44 mol) in EtOH (1100 ml) and concentrated ammonium hydroxide (600 ml). The bottle was then shaken under an atmosphere of hydrogen gas (53 psi) and when the pressure fell below 35 psi the flask was repressurised. After 24 h the pressure remained constant so the reaction mixture was filtered through Celite™ and concen...